This data is from the Open Reaction Database (ORD), a public repository of structured organic reaction records. The task is: describe an organic reaction: reactants, conditions, products, and yield The reactants are ClC=1OC(=C(N1)C1=CC=C(C=C1)Cl)CCCOC1=C(C=CC=C1)OC (2-chloro-4-(4-chlorophenyl)-5-[3-(2-methoxyphenoxy)propyl]oxazole), C(CC)C=1NC=CN1 (2-propylimidazole), C([O-])([O-])=O.[K+].[K+] (potassium carbonate), CN(C=O)C (N,N-dimethylformamide). Solvent: O (water). Reaction conditions: temperature 125 celsius, time 4 hour. Yields the product ClC1=CC=C(C=C1)C=1N=C(OC1CCCOC1=C(C=CC=C1)OC)N1C(=NC=C1)CCC (4-(4-chlorophenyl)-5-[3-(2-methoxyphenoxy)propyl]-2-(2-propyl-1-imidazolyl)oxazole). Isolated yield 39.0%. Reaction SMILES: Cl[C:2]1[O:3][C:4]([CH2:14][CH2:15][CH2:16][O:17][C:18]2[CH:23]=[CH:22][CH:21]=[CH:20][C:19]=2[O:24][CH3:25])=[C:5]([C:7]2[CH:12]=[CH:11][C:10]([Cl:13])=[CH:9][CH:8]=2)[N:6]=1.[CH2:26]([C:29]1[NH:30][CH:31]=[CH:32][N:33]=1)[CH2:27][CH3:28].C(=O)([O-])[O-].[K+].[K+].CN(C)C=O>O>[Cl:13][C:10]1[CH:11]=[CH:12][C:7]([C:5]2[N:6]=[C:2]([N:30]3[CH:31]=[CH:32][N:33]=[C:29]3[CH2:26][CH2:27][CH3:28])[O:3][C:4]=2[CH2:14][CH2:15][CH2:16][O:17][C:18]2[CH:23]=[CH:22][CH:21]=[CH:20][C:19]=2[O:24][CH3:25])=[CH:8][CH:9]=1 |f:2.3.4|. Procedure: A mixture of 2-chloro-4-(4-chlorophenyl)-5-[3-(2-methoxyphenoxy)propyl]oxazole (500 mg), 2-propylimidazole (1.10 g), potassium carbonate (1.38 g) and N,N-dimethylformamide (10 ml) was stirred at 120-130° C. for 4 hours. The reaction mixture was poured into water (100 ml), the resulting solid precipitate was filtered, air-dried and recrystallized from acetone-hexane to give 4-(4-chlorophenyl)-5-[3-(2-methoxyphenoxy)propyl]-2-(2-propyl-1-imidazolyl)oxazole as pale yellow prisms (233 mg, 39%). Melt... Starting materials: C1CCOC1, C[Si](C)(C)[O-], [K+], COC(=O)C1CCNC1=O. Product: O=C(O)C1CCNC1=O. RXN SMILES: [CH2:17]1[O:18][CH2:19][CH2:20][CH2:21]1.[CH3:11][Si:12]([CH3:13])([CH3:14])[O-:15].[K+:16].[O:1]=[C:2]1[NH:3][CH2:4][CH2:5][CH:6]1[C:7](=[O:8])[O:9][CH3:10]>>[O:1]=[C:2]1[NH:3][CH2:4][CH2:5][CH:6]1[C:7](=[O:8])[OH:9].